From a dataset of the Open Reaction Database (ORD), a public repository of structured organic reaction records. describe an organic reaction: reactants, conditions, products, and yield As a reaction SMILES: [C:1]([O:2][CH2:3][CH3:4])(=[O:5])[N:6]1[CH2:7][CH:8]([CH2:14][CH3:15])[CH:9]([NH:12][CH3:13])[CH2:10][CH2:11]1.[Na+:17].[OH-:16]>>[NH:6]1[CH2:7][CH:8]([CH2:14][CH3:15])[CH:9]([NH:12][CH3:13])[CH2:10][CH2:11]1. Yields the product CCC1CNCCC1NC. The reactants are CCOC(=O)N1CCC(NC)C(CC)C1, [Na+], [OH-]. Reactants: O=[N+]([O-])c1cc(-c2ncccc2C(F)(F)F)ccc1Br, CCOC(C)=O, N#C[Cu]. The product is N#Cc1ccc(-c2ncccc2C(F)(F)F)cc1[N+](=O)[O-]. Reaction SMILES: [Br:1][c:2]1[c:3]([N+:18](=[O:19])[O-:20])[cH:4][c:5](-[c:8]2[n:9][cH:10][cH:11][cH:12][c:13]2[C:14]([F:15])([F:16])[F:17])[cH:6][cH:7]1.[CH3:24][CH2:25][O:26][C:27]([CH3:28])=[O:29].[Cu:21][C:22]#[N:23]>>[c:2]1([C:22]#[N:23])[c:3]([N+:18](=[O:19])[O-:20])[cH:4][c:5](-[c:8]2[n:9][cH:10][cH:11][cH:12][c:13]2[C:14]([F:15])([F:16])[F:17])[cH:6][cH:7]1. Reactants: CO, Cl, CC1OC1(Cn1cncn1)c1ccc(F)cc1F, O, COC(=O)CCS. Product: CC(S)C(O)(Cn1cncn1)c1ccc(F)cc1F. As a reaction SMILES: [CH3:1][OH:2].[ClH:28].[F:3][c:4]1[c:5]([C:11]2([CH2:15][n:16]3[n:17][cH:18][n:19][cH:20]3)[O:12][CH:13]2[CH3:14])[cH:6][cH:7][c:8]([F:10])[cH:9]1.[OH2:29].[SH:21][CH2:22][CH2:23][C:24]([O:25][CH3:26])=[O:27]>>[F:3][c:4]1[c:5]([C:11]([OH:12])([CH:13]([CH3:14])[SH:21])[CH2:15][n:16]2[n:17][cH:18][n:19][cH:20]2)[cH:6][cH:7][c:8]([F:10])[cH:9]1. Reactants: ClC1=NC=C(C2=C1C=C(S2)C2=CC=C(C=C2)C(C)(C)C)C#N (4-chloro-7-cyano-2-(4′-t-butylphenyl)-thieno[3,2-c]pyridine), C1(CCCCC1)N (cyclohexylamine), C([O-])([O-])=O.[K+].[K+] (potassium carbonate). The solvent is CN(C)C=O (DMF). Reaction conditions: temperature 80 celsius, time 2 hour. Yields the product C1(CCCCC1)NC1=NC=C(C2=C1C=C(S2)C2=CC=C(C=C2)C(C)(C)C)C#N (4-Cyclohexylamino-7-cyano-2-(4′-t-butylphenyl)-thieno[3,2-c]pyridine). Yield: 70.5%. Reaction SMILES: Cl[C:2]1[C:7]2[CH:8]=[C:9]([C:11]3[CH:16]=[CH:15][C:14]([C:17]([CH3:20])([CH3:19])[CH3:18])=[CH:13][CH:12]=3)[S:10][C:6]=2[C:5]([C:21]#[N:22])=[CH:4][N:3]=1.[CH:23]1([NH2:29])[CH2:28][CH2:27][CH2:26][CH2:25][CH2:24]1.C(=O)([O-])[O-].[K+].[K+]>CN(C=O)C>[CH:23]1([NH:29][C:2]2[C:7]3[CH:8]=[C:9]([C:11]4[CH:16]=[CH:15][C:14]([C:17]([CH3:18])([CH3:20])[CH3:19])=[CH:13][CH:12]=4)[S:10][C:6]=3[C:5]([C:21]#[N:22])=[CH:4][N:3]=2)[CH2:28][CH2:27][CH2:26][CH2:25][CH2:24]1 |f:2.3.4|. Procedure: To a solution of 4-chloro-7-cyano-2-(4′-t-butylphenyl)-thieno[3,2-c]pyridine (0.05 g, 0.153 mmol) in DMF was added cyclohexylamine (0.017 g, 0.168 mmol) and potassium carbonate (0.023 g, 0.168 mmol). The resulting mixture was stirred under nitrogen at 80° C. for 2 h. After this time the mixture was partitioned between ethyl acetate (10 mL) and saturated aqueous sodium bicarbonate solution (10 mL), and the organic layer washed with water and brine, then dried over magnesium sulphate and concentra... The reactants are C1(=CC=CC=C1)N1C(CC(NC2=C1C=CC=C2)=O)=O (1-phenyl 1,2,4,5tetrahydro 2,4-dioxo 3H-1,5-benzodiazepine), CCl (methyl chloride), C(C)[O-].[Na+] (sodium ethanolate). Product: C1(=CC=CC=C1)N1C(CC(N(C2=C1C=CC=C2)C)=O)=O (1-phenyl 5-methyl 1,2,4,5-tetrahydro 2,4-dioxo 3H-1,5-benzodiazepine). Reaction SMILES: [C:1]1([N:7]2[C:13]3[CH:14]=[CH:15][CH:16]=[CH:17][C:12]=3[NH:11][C:10](=[O:18])[CH2:9][C:8]2=[O:19])[CH:6]=[CH:5][CH:4]=[CH:3][CH:2]=1.CCl.[CH2:22]([O-])C.[Na+]>>[C:1]1([N:7]2[C:13]3[CH:14]=[CH:15][CH:16]=[CH:17][C:12]=3[N:11]([CH3:22])[C:10](=[O:18])[CH2:9][C:8]2=[O:19])[CH:2]=[CH:3][CH:4]=[CH:5][CH:6]=1 |f:2.3|. Procedure: Starting from 1-phenyl 1,2,4,5tetrahydro 2,4-dioxo 3H-1,5-benzodiazepine, obtained in the Example VII, by acting methyl chloride in the presence of sodium ethanolate, there is obtained 1-phenyl 5-methyl 1,2,4,5-tetrahydro 2,4-dioxo 3H-1,5-benzodiazepine, melting at 144°-146° C. after recrystallisation in isopropanol. Starting materials: FC(C=1C=C(C(=O)Cl)C=CC1)(F)F (3-(trifluoromethyl)benzoyl chloride), NC1=C(C(=O)O)C=CC=C1[N+](=O)[O-] (2-amino-3-nitrobenzoic acid), O (H2O). Run in N1=CC=CC=C1 (pyridine). Run at time 12 hour. The product is [N+](=O)([O-])C1=CC=CC2=C1N=C(OC2=O)C2=CC(=CC=C2)C(F)(F)F (8-nitro-2-(3-(trifluoromethyl)phenyl)-4H-benzo[d][1,3]oxazin-4-one). Yield: 54.1%. Reaction SMILES: [F:1][C:2]([F:13])([F:12])[C:3]1[CH:4]=[C:5]([CH:9]=[CH:10][CH:11]=1)[C:6](Cl)=[O:7].[NH2:14][C:15]1[C:23]([N+:24]([O-:26])=[O:25])=[CH:22][CH:21]=[CH:20][C:16]=1[C:17](O)=[O:18].O>N1C=CC=CC=1>[N+:24]([C:23]1[C:15]2[N:14]=[C:6]([C:5]3[CH:9]=[CH:10][CH:11]=[C:3]([C:2]([F:13])([F:12])[F:1])[CH:4]=3)[O:7][C:17](=[O:18])[C:16]=2[CH:20]=[CH:21][CH:22]=1)([O-:26])=[O:25]. Procedure: 3-(trifluoromethyl)benzoyl chloride 2 (4.5 mL, 30.2 mmol) was added to a suspension of 2-amino-3-nitrobenzoic acid 1 (5.0 g, 27.5 mmol) in pyridine (65 mL). The reaction mixture was stirred at room temperature for 12 h then poured into ice cooled H2O (300 mL). The resulting precipitate was collected by filtration, rinsed with H2O, and dried under vacuum to give 3 (5 g, 51% yield) as a yellow solid which was used without further purification. Starting materials: CCO, CC12CCC(O)CC1CCC1C2CCC2(C)C(N)C(O)CC12, O=C(O)C=CC(=O)O. Product: CC12CCC(OC(=O)C=CC(=O)O)CC1CCC1C2CCC2(C)C(N)C(O)CC12. Reaction SMILES: [CH3:31][CH2:32][OH:33].[NH2:9][CH:10]1[C:11]2([CH3:12])[CH:13]([CH2:14][CH:15]1[OH:16])[CH:17]1[CH2:18][CH2:19][CH:20]3[CH2:21][CH:22]([OH:30])[CH2:23][CH2:24][C:25]3([CH3:26])[CH:27]1[CH2:28][CH2:29]2.[OH:1][C:2](=[O:3])[CH:4]=[CH:5][C:6]([OH:7])=[O:8]>>[OH:1][C:2](=[O:3])[CH:4]=[CH:5][C:6]([O:7][CH:22]1[CH2:21][CH:20]2[CH2:19][CH2:18][CH:17]3[CH:13]4[C:11]([CH3:12])([CH:10]([NH2:9])[CH:15]([OH:16])[CH2:14]4)[CH2:29][CH2:28][CH:27]3[C:25]2([CH3:26])[CH2:24][CH2:23]1)=[O:8].